This data is from the Open Reaction Database (ORD), a public repository of structured organic reaction records. The task is: describe an organic reaction: reactants, conditions, products, and yield Reaction SMILES: [Br:1][c:2]1[c:3]([C:10]#[N:11])[cH:4][s:5][c:6]1[N+:7](=[O:8])[O-:9].[CH2:12]([Sn:13]([CH2:14][CH2:15][CH2:16][CH3:22])([c:17]1[n:18][cH:19][s:20][cH:21]1)[CH2:23][CH2:24][CH2:25][CH3:26])[CH2:27][CH2:28][CH3:29].[O:113]=[CH:114][N:115]([CH3:116])[CH3:117].[O:30]1[CH2:31][CH2:32][O:33][CH2:34][CH2:35]1.[cH:36]1[cH:37][cH:38][c:39]([P:40]([Pd:41]([P:42]([c:43]2[cH:44][cH:45][cH:46][cH:47][cH:48]2)([c:49]2[cH:50][cH:51][cH:52][cH:53][cH:54]2)[c:55]2[cH:56][cH:57][cH:58][cH:59][cH:60]2)([P:61]([c:62]2[cH:63][cH:64][cH:65][cH:66][cH:67]2)([c:68]2[cH:69][cH:70][cH:71][cH:72][cH:73]2)[c:74]2[cH:75][cH:76][cH:77][cH:78][cH:79]2)[P:80]([c:81]2[cH:82][cH:83][cH:84][cH:85][cH:86]2)([c:87]2[cH:88][cH:89][cH:90][cH:91][cH:92]2)[c:93]2[cH:94][cH:95][cH:96][cH:97][cH:98]2)([c:99]2[cH:100][cH:101][cH:102][cH:103][cH:104]2)[c:105]2[cH:106][cH:107][cH:108][cH:109][cH:110]2)[cH:111][cH:112]1>>[c:2]1(-[c:17]2[n:18][cH:19][s:20][cH:21]2)[c:3]([C:10]#[N:11])[cH:4][s:5][c:6]1[N+:7](=[O:8])[O-:9]. Starting materials: N#Cc1csc([N+](=O)[O-])c1Br, CCCC[Sn](CCCC)(CCCC)c1cscn1, CN(C)C=O, C1COCCO1, c1ccc(P(c2ccccc2)(c2ccccc2)[Pd](P(c2ccccc2)(c2ccccc2)c2ccccc2)(P(c2ccccc2)(c2ccccc2)c2ccccc2)P(c2ccccc2)(c2ccccc2)c2ccccc2)cc1. The product is N#Cc1csc([N+](=O)[O-])c1-c1cscn1. The yield is 95.6%. Reaction SMILES: [Br:1][C:2]1[CH:7]=[CH:6][C:5]([NH:8][C:9]2[CH2:14][C:13]([C:15]([O:17]C)=[O:16])=[C:12]([NH:19][C:20]3[CH:25]=[CH:24][C:23]([Br:26])=[CH:22][CH:21]=3)[CH2:11][C:10]=2[C:27]([O:29]C)=[O:28])=[CH:4][CH:3]=1.[Na].[N+](C1C=C(S(O)(=O)=O)C=CC=1)([O-])=O.[OH-].[Na+].Cl>O.C(O)C>[Br:1][C:2]1[CH:3]=[CH:4][C:5]([NH:8][C:9]2[CH:14]=[C:13]([C:15]([OH:17])=[O:16])[C:12]([NH:19][C:20]3[CH:25]=[CH:24][C:23]([Br:26])=[CH:22][CH:21]=3)=[CH:11][C:10]=2[C:27]([OH:29])=[O:28])=[CH:6][CH:7]=1 |f:3.4,^1:30|. The solvent is C(C)O (ethanol), O (water). Reactants: BrC1=CC=C(C=C1)NC1=C(CC(=C(C1)C(=O)OC)NC1=CC=C(C=C1)Br)C(=O)OC (Dimethyl 2,5-bis{(4-bromophenyl}amino]cyclohexa-1,4-diene-1,4-dicarboxylate), [Na] (sodium), [N+](=O)([O-])C=1C=C(C=CC1)S(=O)(=O)O (3-nitrobenzenesulphonic acid), [OH-].[Na+] (sodium hydroxide), Cl (hydrochloric acid). Yields the product BrC1=CC=C(C=C1)NC1=C(C(=O)O)C=C(C(=C1)C(=O)O)NC1=CC=C(C=C1)Br (2,5-bis{(4-bromophenyl)amino}terephthalic acid). Procedure: Dimethyl 2,5-bis{(4-bromophenyl}amino]cyclohexa-1,4-diene-1,4-dicarboxylate (5.36 gm; 10 mmol) the sodium salt of 3-nitrobenzenesulphonic acid (2.3 gm; 10 mmol), ethanol (50 ml) and 1.0M sodium hydroxide (30 ml) were heated to reflux for 7 hours under a nitrogen atmosphere. The bright yellow solution was allowed to cool and water (120 ml) was added. The mixture was acidified with conc. hydrochloric acid when a magenta solid precipitated out. This material was filtered off, washed with water and ... Starting materials: C(C)(CC)N1C2=CC=CC=C2C=2C=CC=CC12 (9-s-butylcarbazole), Example 1 ( 1 ), C1(=CC=CC=C1)C (toluene), CN(C)C=O (DMF), P(=O)(Cl)(Cl)Cl (phosphorus oxychloride). Reagents/catalysts: [Cl-].[Zn+2].[Cl-] (zinc chloride). Product: C(=O)C=1C=CC=2N(C3=CC=C(C=C3C2C1)C=O)C(C)CC (3,6-Diformyl-9-s-butylcarbazole). Yield: 45.0%. RXN SMILES: C([N:5]1[C:17]2[CH:16]=[CH:15][CH:14]=[CH:13][C:12]=2[C:11]2[C:6]1=[CH:7][CH:8]=CC=2)(CC)C.CN([CH:21]=[O:22])C.P(Cl)(Cl)(Cl)=[O:24].[C:28]1([CH3:34])[CH:33]=[CH:32][CH:31]=[CH:30][CH:29]=1>[Cl-].[Zn+2].[Cl-]>[CH:34]([C:28]1[CH:33]=[CH:32][C:31]2[N:5]([CH:6]([CH2:7][CH3:8])[CH3:11])[C:17]3[C:12]([C:30]=2[CH:29]=1)=[CH:13][C:14]([CH:21]=[O:22])=[CH:15][CH:16]=3)=[O:24] |f:4.5.6|. Reported procedure: 9.0 g (40.3 mmol) of 9-s-butylcarbazole, 17.9 g (245.4 mmol) of DMF, 6.0 g (44 mmol) of zinc chloride, 25.0 g (163.0 mmol) of phosphorus oxychloride and 75 ml of toluene were allowed to react and after treated in the same manner as with Example 1 (1) to obtain 5.07 g of 3,6-diformyl-9-s-butylcarbazole (2f).